Dataset: the Open Reaction Database (ORD), a public repository of structured organic reaction records. Task: describe an organic reaction: reactants, conditions, products, and yield Reactants: C(C1=CC=CC=C1)OC1=C(C=C(C=C1)OC1=CC=C(C=C1)OCC)C(C)C (4-(4-ethoxyphenoxy)-2-isopropylphenyl benzyl ether), [H][H] (hydrogen), [H][H] (hydrogen). The solvent is C(C)(=O)OCC (ethyl acetate). As a reaction SMILES: C([O:8][C:9]1[CH:14]=[CH:13][C:12]([O:15][C:16]2[CH:21]=[CH:20][C:19]([O:22][CH2:23][CH3:24])=[CH:18][CH:17]=2)=[CH:11][C:10]=1[CH:25]([CH3:27])[CH3:26])C1C=CC=CC=1.[H][H]>[C].[Pd].C(OCC)(=O)C>[CH:25]([C:10]1[CH:11]=[C:12]([O:15][C:16]2[CH:21]=[CH:20][C:19]([O:22][CH2:23][CH3:24])=[CH:18][CH:17]=2)[CH:13]=[CH:14][C:9]=1[OH:8])([CH3:27])[CH3:26] |f:2.3|. Yields the product C(C)(C)C1=C(C=CC(=C1)OC1=CC=C(C=C1)OCC)O (2-isopropyl-4-(4-ethoxyphenoxy)phenol). Procedure: Then, 4.4 g of 4-(4-ethoxyphenoxy)-2-isopropylphenyl benzyl ether and 100 ml of ethyl acetate were charged into a reaction vessel, and air in the vessel was replaced with nitrogen. Then, 0.50 g of 5% palladium-carbon was added, and nitrogen in the vessel was replaced with hydrogen, followed by vigorous stirring at room temperature for 24 hours. After hydrogen in the vessel was replaced with nitrogen, the reaction vessel was filtered with Celite, and the flitrate was concentrated. The residue was... Yield: 93.8%. Run at time 24 hour. Reagents/catalysts: [C].[Pd] (palladium-carbon).